This data is from the Open Reaction Database (ORD), a public repository of structured organic reaction records. The task is: describe an organic reaction: reactants, conditions, products, and yield Run in O (Water). Reaction SMILES: [OH:1][C:2]1[CH:9]=[CH:8][C:7]([C:10]([F:13])([F:12])[F:11])=[CH:6][C:3]=1[CH:4]=O.Cl[CH2:15][C:16]1[CH:21]=[CH:20][N:19]=[CH:18][C:17]=1[F:22].C(=O)([O-])[O-].[K+].[K+].CN(C=O)C>O>[F:22][C:17]1[CH:18]=[N:19][CH:20]=[CH:21][C:16]=1[C:15]1[O:1][C:2]2[CH:9]=[CH:8][C:7]([C:10]([F:13])([F:12])[F:11])=[CH:6][C:3]=2[CH:4]=1 |f:2.3.4|. Procedure: A mixture of 1.59 g of 2-hydroxy-5-(trifluoromethyl)benzaldehyde, 1.22 g of 4-(chloromethyl)-3-fluoropyridine, 3.48 g of potassium carbonate and 7 ml of DMF was stirred at 80° C. for 1 hour and subsequently at 150° C. for 2 hours. The reaction mixture was cooled to room temperature. Water was added to the reaction mixture, and the mixture was extracted twice with ethyl acetate. The organic layers were combined and washed with water and saturated brine and dried over magnesium sulfate, then conce... Yield: 54.0%. Product: FC=1C=NC=CC1C=1OC2=C(C1)C=C(C=C2)C(F)(F)F (3-fluoro-4-[5-(trifluoromethyl)benzofuran-2-yl]-pyridine). Starting materials: OC1=C(C=O)C=C(C=C1)C(F)(F)F (2-hydroxy-5-(trifluoromethyl)benzaldehyde), ClCC1=C(C=NC=C1)F (4-(chloromethyl)-3-fluoropyridine), C([O-])([O-])=O.[K+].[K+] (potassium carbonate), CN(C)C=O (DMF). Reaction conditions: temperature 150 celsius, time 2 hour. Reactants: P(Br)(Br)Br (phosphorus tribromide), ice, C1(CC1)C(CCO)C1CC1 (3,3-dicyclopropylpropanol), [H-].[Al+3].[Li+].[H-].[H-].[H-] (lithium aluminum hydride). Run in CCOCC (ether). Product: BrCCC(C1CC1)C1CC1 (1-Bromo-3,3-dicyclopropylpropane). Isolated yield 60.0%. As a reaction SMILES: P(Br)(Br)[Br:2].[CH:5]1([CH:8]([CH:12]2[CH2:14][CH2:13]2)[CH2:9][CH2:10]O)[CH2:7][CH2:6]1.[H-].[Al+3].[Li+].[H-].[H-].[H-]>CCOCC>[Br:2][CH2:10][CH2:9][CH:8]([CH:12]1[CH2:14][CH2:13]1)[CH:5]1[CH2:7][CH2:6]1 |f:2.3.4.5.6.7|. Reported procedure: 15.5 g Of phosphorus tribromide are slowly added to a solution, cooled to -30° C., of 22 g of 3,3-dicyclopropylpropanol (obtained by reduction of the compound described in preparation A in the presence of lithium aluminum hydride) in 85 ml of anhydrous ether, and the mixture is poured, after returning to room temperature, into 7 ml of ice cold water. The organic phase is then washed with a saturated solution of sodium bicarbonate and then with water until neutral and finally dried and evaporated... Reactants: C(#N)C1CCC(CC1)=O (4-cyanocyclohexanone), C(=O)(OC)C1C(CCC(C1)(C#N)C1=CC=C(C=C1)Cl)=O (2-carbomethoxy-4-(p-chlorophenyl)-4-cyanocyclohexanone), S(O)(O)(=O)=O (sulfuric acid). The solvent is C(C)(=O)O (acetic acid). Yields the product ClC1=C(C=CC=C1)C1(CCC(CC1)=O)C#N (4-(o-chlorophenyl)-4-cyanocyclohexanone). Yield: 80.0%. RXN SMILES: [C:1]([CH:3]1[CH2:8][CH2:7][C:6](=[O:9])[CH2:5][CH2:4]1)#[N:2].C(C1CC([C:22]2[CH:27]=[CH:26][C:25]([Cl:28])=[CH:24][CH:23]=2)(C#N)CCC1=O)(OC)=O.S(=O)(=O)(O)O>C(O)(=O)C>[Cl:28][C:25]1[CH:26]=[CH:27][CH:22]=[CH:23][C:24]=1[C:3]1([C:1]#[N:2])[CH2:8][CH2:7][C:6](=[O:9])[CH2:5][CH2:4]1. Reported procedure: Following the procedure of Example 1, Part C, but substituting 33.4 gm. (0.115 mole) of 2-carbomethoxy-4-chlorophenyl)-4-cyanocyclohexanone (prepared in Part B, above) for the 29.8 gm. of the 2-carbomethoxy-4-(p-chlorophenyl)-4-cyanocyclohexanone, using 730 ml. glacial acetic acid and 365 ml. 10 percent aqueous sulfuric acid instead of the 660 ml. and 330 ml., respectively, and heating for 48 hours instead of 24 hours there is obtained a residual solid that is recrystallized from a mixture of me... Reactants: Br[Mg]c1ccccc1, C1CCOC1, CCOCC, O=Cc1ccc2occc2c1. Product: OC(c1ccccc1)c1ccc2occc2c1. RXN SMILES: [Br:12][Mg:13][c:14]1[cH:15][cH:16][cH:17][cH:18][cH:19]1.[CH2:25]1[O:26][CH2:27][CH2:28][CH2:29]1.[CH3:20][CH2:21][O:22][CH2:23][CH3:24].[o:1]1[cH:2][cH:3][c:4]2[c:5]1[cH:6][cH:7][c:8]([CH:10]=[O:11])[cH:9]2>>[o:1]1[cH:2][cH:3][c:4]2[c:5]1[cH:6][cH:7][c:8]([CH:10]([OH:11])[c:14]1[cH:15][cH:16][cH:17][cH:18][cH:19]1)[cH:9]2. Reactants: [N+](=O)([O-])C=1C=C(C(=O)Cl)C=CC1 (3-nitrobenzoyl chloride), C(CCCCCCCCC)N (decylamine). Product: [N+](=O)([O-])C=1C=C(C(=O)NCCCCCCCCCC)C=CC1 (3-nitro-N-decylbenzamide). RXN SMILES: [N+:1]([C:4]1[CH:5]=[C:6]([CH:10]=[CH:11][CH:12]=1)[C:7](Cl)=[O:8])([O-:3])=[O:2].[CH2:13]([NH2:23])[CH2:14][CH2:15][CH2:16][CH2:17][CH2:18][CH2:19][CH2:20][CH2:21][CH3:22]>>[N+:1]([C:4]1[CH:5]=[C:6]([CH:10]=[CH:11][CH:12]=1)[C:7]([NH:23][CH2:13][CH2:14][CH2:15][CH2:16][CH2:17][CH2:18][CH2:19][CH2:20][CH2:21][CH3:22])=[O:8])([O-:3])=[O:2]. Reported procedure: Using this procedure 3-nitrobenzoyl chloride was treated with decylamine to give 3-nitro-N-decylbenzamide, mp 86°-88°, which was hydrogenated to give 3-amino-N-decylbenzamide, mp 56°-58°, which gave nmr and mass spectra consistent with the structure. The reactants are BrC=1C=CC(=C(CN(CC)C2=CC=C(N=N2)C(=O)N)C1)N (6-[N-(5-bromo-2-aminobenzyl)-N-ethylamino]pyridazine-3-carboxamide), C(C1=CC=CC=C1)=O (benzaldehyde), C(#N)[BH3-].[Na+] (sodium cyanoborohydride). The solvent is CO (methanol). Conditions: temperature 50 celsius. Yields the product BrC=1C=CC(=C(CN(CC)C2=CC=C(N=N2)C(=O)N)C1)NCC1=CC=CC=C1 (6-[N-(5-bromo-2-benzylaminobenzyl)-N-ethylamino]pyridazine-3-carboxamide). Isolated yield 75.1%. Reaction SMILES: [Br:1][C:2]1[CH:3]=[CH:4][C:5]([NH2:21])=[C:6]([CH:20]=1)[CH2:7][N:8]([C:11]1[N:16]=[N:15][C:14]([C:17]([NH2:19])=[O:18])=[CH:13][CH:12]=1)[CH2:9][CH3:10].[CH:22](=O)[C:23]1[CH:28]=[CH:27][CH:26]=[CH:25][CH:24]=1.C([BH3-])#N.[Na+]>CO>[Br:1][C:2]1[CH:3]=[CH:4][C:5]([NH:21][CH2:22][C:23]2[CH:28]=[CH:27][CH:26]=[CH:25][CH:24]=2)=[C:6]([CH:20]=1)[CH2:7][N:8]([C:11]1[N:16]=[N:15][C:14]([C:17]([NH2:19])=[O:18])=[CH:13][CH:12]=1)[CH2:9][CH3:10] |f:2.3|. Procedure details: To a mixture of 6-[N-(5-bromo-2-aminobenzyl)-N-ethylamino]pyridazine-3-carboxamide (900 mg, 2.57 mmol), benzaldehyde (0.6 ml, 5.9 mmol) and methanol (50 ml) stirred at 50° C., was added portionwise sodium cyanoborohydride (400 mg, 6.36 mmol). The solution was stirred for 16 hours at 20° C., by which time the product crystallised. It was filtered off and washed with methanol (10 ml) to give 6-[N-(5-bromo-2-benzylaminobenzyl)-N-ethylamino]pyridazine-3-carboxamide (850 mg) m.p. 160-162° C. The reactants are CN1[C@@H]2C[C@@H]([C@H]3[C@@H]4CC[C@H](C(C)(O)C)[C@]4(CC[C@@H]3[C@]2(CCC1=O)C)C)C (4,7β,20-Trimethyl-20-hydroxy-5α-4-azapregnan-3-one), CI (methyl iodide), [H-].[Na+] (sodium hydride), [Cl-].[NH4+] (ammonium chloride). Run in CN(C=O)C (dimethylformamide), O (water). Conditions: time 48 hour. Product: COC(C)([C@H]1CC[C@H]2[C@@H]3[C@H](C[C@H]4N(C(CC[C@]4(C)[C@H]3CC[C@]12C)=O)C)C)C (20-methoxy-4,7β,20-trimethyl-5α-4-azapregnan-3-one). The yield is 66.7%. Reaction SMILES: [CH3:1][N:2]1[C:22](=[O:23])[CH2:21][CH2:20][C@@:19]2([CH3:24])[C@H:3]1[CH2:4][C@H:5]([CH3:26])[C@@H:6]1[C@@H:18]2[CH2:17][CH2:16][C@@:15]2([CH3:25])[C@H:7]1[CH2:8][CH2:9][C@@H:10]2[C:11]([CH3:14])([OH:13])[CH3:12].[CH3:27]I.[H-].[Na+].[Cl-].[NH4+]>CN(C)C=O.O>[CH3:27][O:13][C:11]([CH3:14])([C@@H:10]1[C@:15]2([CH3:25])[C@H:7]([C@H:6]3[C@H:18]([CH2:17][CH2:16]2)[C@:19]2([CH3:24])[C@H:3]([N:2]([CH3:1])[C:22](=[O:23])[CH2:21][CH2:20]2)[CH2:4][C@@H:5]3[CH3:26])[CH2:8][CH2:9]1)[CH3:12] |f:2.3,4.5|. Procedure details: To a solution of 20 mg (0.06 mmol) 20-hydroxy-4,7β,20-trimethyl-5α-4-azapregnan-3-one (from Example 2) in 4 ml dry dimethylformamide at 0° C. was added methyl iodide (10 eq, 0.6 mmol) and sodium hydride (5 eq, 0.3 mmol) were added and the reaction was stirred at RT for 48 hours. Aqueous ammonium chloride was added and the reaction mixture was poured onto 100 ml water and extracted with three 25 ml portions of ethyl acetate. The organic layer was washed with water, brine, dried over magnesium sul...